From a dataset of the Open Reaction Database (ORD), a public repository of structured organic reaction records. describe an organic reaction: reactants, conditions, products, and yield The reactants are CCOC(=O)CCc1c[nH]c2cc(-c3noc(-c4ccc(OC(C)C)c(C#N)c4)n3)c(F)cc12, CC(C)O, Cl, [Na+], [OH-], O. Yields the product CC(C)Oc1ccc(-c2nc(-c3cc4[nH]cc(CCC(=O)O)c4cc3F)no2)cc1C#N. Reaction SMILES: [C:1](#[N:2])[c:3]1[cH:4][c:5](-[c:13]2[n:14][c:15](-[c:18]3[c:19]([F:34])[cH:20][c:21]4[c:22]([CH2:27][CH2:28][C:29](=[O:30])[O:31][CH2:32][CH3:33])[cH:23][nH:24][c:25]4[cH:26]3)[n:16][o:17]2)[cH:6][cH:7][c:8]1[O:9][CH:10]([CH3:11])[CH3:12].[CH:38]([OH:39])([CH3:40])[CH3:41].[ClH:37].[Na+:36].[OH-:35].[OH2:42]>>[C:1](#[N:2])[c:3]1[cH:4][c:5](-[c:13]2[n:14][c:15](-[c:18]3[c:19]([F:34])[cH:20][c:21]4[c:22]([CH2:27][CH2:28][C:29](=[O:30])[OH:31])[cH:23][nH:24][c:25]4[cH:26]3)[n:16][o:17]2)[cH:6][cH:7][c:8]1[O:9][CH:10]([CH3:11])[CH3:12]. The reactants are CC(=O)OC(C)=O, CC(O)c1ccc2c(c1)C(c1ccccc1F)=NC(C)(C)C(=O)N2C, c1ccncc1. The product is CC(=O)OC(C)c1ccc2c(c1)C(c1ccccc1F)=NC(C)(C)C(=O)N2C. Reaction SMILES: [C:26]([CH3:27])(=[O:28])[O:29][C:30](=[O:31])[CH3:32].[F:1][c:2]1[c:3]([C:8]2=[N:9][C:10]([CH3:24])([CH3:25])[C:11](=[O:23])[N:12]([CH3:22])[c:13]3[c:14]2[cH:15][c:16]([CH:19]([CH3:20])[OH:21])[cH:17][cH:18]3)[cH:4][cH:5][cH:6][cH:7]1.[cH:33]1[cH:34][cH:35][n:36][cH:37][cH:38]1>>[F:1][c:2]1[c:3]([C:8]2=[N:9][C:10]([CH3:24])([CH3:25])[C:11](=[O:23])[N:12]([CH3:22])[c:13]3[c:14]2[cH:15][c:16]([CH:19]([CH3:20])[O:21][C:26]([CH3:27])=[O:28])[cH:17][cH:18]3)[cH:4][cH:5][cH:6][cH:7]1. The reactants are ClCCl, CC(=O)O, O=[N+]([O-])c1ccc2c3c(cccc13)CC2, C1CCOC1. Yields the product Nc1ccc2c3c(cccc13)CC2. RXN SMILES: [CH2:25]([Cl:26])[Cl:27].[CH3:21][C:22](=[O:23])[OH:24].[N+:1]([O-:2])(=[O:3])[c:4]1[cH:5][cH:6][c:7]2[c:15]3[c:10]([cH:11][cH:12][cH:13][c:14]13)[CH2:9][CH2:8]2.[O:16]1[CH2:17][CH2:18][CH2:19][CH2:20]1>>[NH2:1][c:4]1[cH:5][cH:6][c:7]2[c:15]3[c:10]([cH:11][cH:12][cH:13][c:14]13)[CH2:9][CH2:8]2. Reactants: FeCl2, Pd alumina, C1CCCCC1 (cyclohexane), CC(=O)C (acetone), [H][H] (hydrogen), O=O (oxygen). Run in C(C)(=O)O (acetic acid). The product is C1(CCCCC1)O (cyclohexanol), C1(CCCCC1)=O (cyclohexanone). As a reaction SMILES: [CH2:1]1[CH2:6][CH2:5][CH2:4][CH2:3][CH2:2]1.[CH3:7][C:8]([CH3:10])=[O:9].[H][H].O=O>C(O)(=O)C>[CH:1]1([OH:9])[CH2:6][CH2:5][CH2:4][CH2:3][CH2:2]1.[C:8]1(=[O:9])[CH2:10][CH2:6][CH2:1][CH2:2][CH2:7]1. Reported procedure: After adding FeCl2 ·4H2O (0.3 g), Pd/alumina(Pd content 1%, 1 g) and cyclohexane (5 g) to the mixture of acetone (17 ml) and acetic acid (3 ml), it was stirred in a flow of hydrogen and oxygen gases at the respective rate of 20 ml/min. As the result of reaction for 3 hours at 30° C. under atmospheric pressure, 3.94 mole % of cyclohexanol and 0.83 mole % cyclohexanone with the total yield of 4.77 mole % were obtained. Starting materials: Brc1cc(ccn1)c2cc3C(=O)NCCc3[nH]2, CC1(C)OB(OC1(C)C)c2ccc(cc2)c3cnccn3. Reagents/catalysts: CCN=P(N=P(N(C)C)(N(C)C)N(C)C)(N(C)C)N(C)C (P2-Et), CC(C)c1cc(C(C)C)c(-c2ccccc2[PH](C(C)(C)C)(C(C)(C)C)[Pd]2(OS(C)(=O)=O)Nc3ccccc3-c3ccccc32)c(C(C)C)c1 (tBuXphos G3). Solvent: CS(C)=O (DMSO), O (water), CS(C)=O (DMSO), CS(C)=O (DMSO), CS(C)=O (DMSO). Reaction conditions: time 22 hour. Yields the product O=C1NCCc2[nH]c(cc12)c3ccnc(c3)c4ccc(cc4)c5cnccn5, Brc1cc(ccn1)c2cc3C(=O)NCCc3[nH]2, c1ccc(-c2ccccc2)cc1.